Dataset: the Open Reaction Database (ORD), a public repository of structured organic reaction records. Task: describe an organic reaction: reactants, conditions, products, and yield The reactants are C[Si](C)(C)C#N, CO, O=CCCc1ccc(Cl)cc1, [I-], [I-], N, [Zn+2]. Product: N#CC(N)CCc1ccc(Cl)cc1. RXN SMILES: [CH3:12][Si:13]([CH3:14])([CH3:15])[C:16]#[N:17].[CH3:19][OH:20].[Cl:1][c:2]1[cH:3][cH:4][c:5]([CH2:8][CH2:9][CH:10]=[O:11])[cH:6][cH:7]1.[I-:21].[I-:23].[NH3:18].[Zn+2:22]>>[Cl:1][c:2]1[cH:3][cH:4][c:5]([CH2:8][CH2:9][CH:10]([C:16]#[N:17])[NH2:18])[cH:6][cH:7]1. Product: Cl.ClC=1C=C(C=CC1Cl)C1(CCC1)NCC=1SC=CC1 ([1-(3,4-dichlorophenyl)cyclobutyl](thien-2-yl)methylamine hydrochloride). As a reaction SMILES: BrC1SC=CC=1.[Mg].[Cl:8][C:9]1[CH:10]=[C:11]([C:16]2(C#N)[CH2:19][CH2:18][CH2:17]2)[CH:12]=[CH:13][C:14]=1[Cl:15].[S:22]1[CH:26]=[CH:25][CH:24]=[C:23]1[CH:27]=[N:28][Mg]Br>CCOCC>[ClH:8].[Cl:8][C:9]1[CH:10]=[C:11]([C:16]2([NH:28][CH2:27][C:23]3[S:22][CH:26]=[CH:25][CH:24]=3)[CH2:17][CH2:18][CH2:19]2)[CH:12]=[CH:13][C:14]=1[Cl:15] |f:5.6|. Conditions: temperature 20 celsius, time 1 hour. Solvent: CCOCC (ether), CCOCC (ether), CCOCC (ether). Procedure: A solution of 2-bromothiophene (32.9 g) in dry ether (50 ml) was added dropwise to a stirred mixture of magnesium turnings (4.85 g) and ether (50 ml) under nitrogen. When all the magnesium had dissolved a solution of 1-(3,4-dichlorophenyl)cyclobutanecarbonitrile (30.6 g) in dry ether (200 ml) was added and the mixture stirred at 20° C. for one hour and then heated under reflux for one hour. A solid formed which is believed to be 1-(3,4-dichlorophenyl)cyclobutyl](thien-2-yl)methaniminylmagnesium ... Reactants: [Mg] (magnesium), ClC=1C=C(C=CC1Cl)C1(CCC1)C#N (1-(3,4-dichlorophenyl)cyclobutanecarbonitrile), S1C(=CC=C1)C=N[Mg]Br ((thien-2-yl)methaniminylmagnesium bromide), BrC=1SC=CC1 (2-bromothiophene), [Mg] (magnesium).